From a dataset of the Open Reaction Database (ORD), a public repository of structured organic reaction records. describe an organic reaction: reactants, conditions, products, and yield Reactants: NCCN1CCCCC1 (1-(2-aminoethyl)piperidine), C(C1=CC=CC=C1)OC1=CC=C(C=C1)CC(C(=O)O)NC(=O)OC(C)(C)C (3-(4-benzyloxy-phenyl)-2-tert-butoxycarbonylamino-propionic acid), CN1CCOCC1 (4-methylmorpholine), O-Benzotriazol-1-yl-N,N,N′,N′-bis(tetramethylene)uronium hexafluorophosphate, C(C)(=O)OCC (ethyl acetate). The solvent is CN(C)C=O (DMF). Reaction conditions: temperature 25 celsius, time 60 minute. The product is C(C)(C)(C)OC(N[C@@H](CC1=CC=C(C=C1)OCC1=CC=CC=C1)C(NCCN1CCCCC1)=O)=O ((S)-[2-(4-benzyloxy-phenyl)-1-(2-piperidin-1-yl-ethylcarbamoyl)-ethyl]-carbamic acid tert-butyl ester). The yield is 93.3%. As a reaction SMILES: [CH2:1]([O:8][C:9]1[CH:14]=[CH:13][C:12]([CH2:15][CH:16]([NH:20][C:21]([O:23][C:24]([CH3:27])([CH3:26])[CH3:25])=[O:22])[C:17]([OH:19])=O)=[CH:11][CH:10]=1)[C:2]1[CH:7]=[CH:6][CH:5]=[CH:4][CH:3]=1.CN1CCOCC1.[NH2:35][CH2:36][CH2:37][N:38]1[CH2:43][CH2:42][CH2:41][CH2:40][CH2:39]1.C(OCC)(=O)C>CN(C=O)C>[C:24]([O:23][C:21](=[O:22])[NH:20][C@H:16]([C:17](=[O:19])[NH:35][CH2:36][CH2:37][N:38]1[CH2:43][CH2:42][CH2:41][CH2:40][CH2:39]1)[CH2:15][C:12]1[CH:11]=[CH:10][C:9]([O:8][CH2:1][C:2]2[CH:3]=[CH:4][CH:5]=[CH:6][CH:7]=2)=[CH:14][CH:13]=1)([CH3:27])([CH3:26])[CH3:25]. Procedure: A solution of 27.9 g (75 mmol) 3-(4-benzyloxy-phenyl)-2-tert-butoxycarbonylamino-propionic acid, (Bachem Inc.,Torrance, Calif. 90505) 16.5 mL (150 mmol) 4-methylmorpholine, and 28.5 g (75 mmol) O-Benzotriazol-1-yl-N,N,N′,N′-bis(tetramethylene)uronium hexafluorophosphate in 110 mL dry DMF was stirred in an ice-bath for 30 minutes. Next, 10.7 mL (75 mmol) of 1-(2-aminoethyl)piperidine (Aldrich, Milwaukee, Wis.) was added, and the resulting solution was warmed to 25° C. and stirred 60 minutes. The ... Reactants: C(C1=CC=CC=C1)N1CC[C@H]2CC3=C(C=C(C=C3[C@H]2C1)Br)C (cis-3-benzyl-6-bromo-8-methyl-2,3,4,4a,9,9a-hexahydro-1H-3-aza-fluorene), C1(=CC=CC=C1)P(C1=CC=CC=C1)C1=CC=CC=C1 (triphenylphosphine), ClC1=C(C=CC(=C1)Cl)B(O)O (2,4-dichlorophenylboronic acid), O.O.O.O.O.O.O.O.[OH-].[Ba+2].[OH-] (barium hydroxide octahydrate). Reagents/catalysts: C(C)(=O)[O-].[Pd+2].C(C)(=O)[O-] (palladium(II) acetate). Solvent: CN(C)C=O (DMF), O (H2O). Product: C(C1=CC=CC=C1)N1CC[C@H]2CC3=C(C=C(C=C3[C@H]2C1)C1=C(C=C(C=C1)Cl)Cl)C (cis-3-Benzyl-6-(2,4-dichloro-phenyl)-8-methyl-2,3,4,4a,9,9a-hexahydro-1H-3-aza-fluorene). The yield is 66.7%. Reaction SMILES: [CH2:1]([N:8]1[CH2:20][C@H:19]2[C@H:11]([CH2:12][C:13]3[C:18]2=[CH:17][C:16](Br)=[CH:15][C:14]=3[CH3:22])[CH2:10][CH2:9]1)[C:2]1[CH:7]=[CH:6][CH:5]=[CH:4][CH:3]=1.[Cl:23][C:24]1[CH:29]=[C:28]([Cl:30])[CH:27]=[CH:26][C:25]=1B(O)O.O.O.O.O.O.O.O.O.[OH-].[Ba+2].[OH-].C1(P(C2C=CC=CC=2)C2C=CC=CC=2)C=CC=CC=1>CN(C=O)C.C([O-])(=O)C.[Pd+2].C([O-])(=O)C.O>[CH2:1]([N:8]1[CH2:20][C@H:19]2[C@H:11]([CH2:12][C:13]3[C:18]2=[CH:17][C:16]([C:27]2[CH:26]=[CH:25][C:24]([Cl:23])=[CH:29][C:28]=2[Cl:30])=[CH:15][C:14]=3[CH3:22])[CH2:10][CH2:9]1)[C:2]1[CH:7]=[CH:6][CH:5]=[CH:4][CH:3]=1 |f:2.3.4.5.6.7.8.9.10.11.12,15.16.17|. Procedure details: The title compound (85 mg, 0.20 mmol) was prepared by following the procedure of example 3 from cis-3-benzyl-6-bromo-8-methyl-2,3,4,4a,9,9a-hexahydro-1H-3-aza-fluorene (107 mg, 0.30 mmol), 2,4-dichlorophenylboronic acid (69 mg, 0.36 mmol), barium hydroxide octahydrate (142 mg, 0.45 mmol) and triphenylphosphine (7.9 mg, 0.03 mmol) and palladium(II) acetate (1.7 mg, 0.0075 mmol) in DMF (3.0 mL)/H2O (0.6 mL): MS (ES) 422.1 (M+H). Starting materials: C(C(C)C)(=O)Cl (isobutyryl chloride), Cl.NC1=CC=C2CCC(C2=C1O)CCNC(C)=O (N-[2-(6-Amino-7-hydroxy-2,3-dihydro-1H-inden-1-yl)ethyl]acetamide hydrochloride), O (Water). Run in N1=CC=CC=C1 (pyridine). Reaction conditions: time 3 hour. Yields the product C(C)(=O)NCCC1CCC2=CC=C(C(=C12)O)NC(C(C)C)=O (N-{3-[2-(Acetylamino)ethyl]-4-hydroxy-2,3-dihydro-1H-inden-5-yl}-2-methylpropanamide). Yield: 105.1%. As a reaction SMILES: Cl.[NH2:2][C:3]1[C:11]([OH:12])=[C:10]2[C:6]([CH2:7][CH2:8][CH:9]2[CH2:13][CH2:14][NH:15][C:16](=[O:18])[CH3:17])=[CH:5][CH:4]=1.[C:19](Cl)(=[O:23])[CH:20]([CH3:22])[CH3:21].O>N1C=CC=CC=1>[C:16]([NH:15][CH2:14][CH2:13][CH:9]1[C:10]2[C:6](=[CH:5][CH:4]=[C:3]([NH:2][C:19](=[O:23])[CH:20]([CH3:22])[CH3:21])[C:11]=2[OH:12])[CH2:7][CH2:8]1)(=[O:18])[CH3:17] |f:0.1|. Reported procedure: N-[2-(6-Amino-7-hydroxy-2,3-dihydro-1H-inden-1-yl)ethyl]acetamide hydrochloride (100 mg, 0.369 mmol) was dissolved in pyridine (4 mL), isobutyryl chloride (42.5 μL, 0.406 mmol) was added under ice-cooling, and the mixture was stirred for 3 hr. Water was added to the reaction solution, and the solvent was evaporated under reduced pressure. The residue was purified by silica gel column chromatography (ethyl acetate/methanol=100/0→95/5) to give the title compound (118 mg, yield 100%). Starting materials: Cl.ClC1=CC=C(C=C1)C1CCNCC1 (4-(4-chlorophenyl)piperidine hydrochloride), C(C1=CC=CC=C1)(=O)NC(CC(C)C)C(=O)O (benzoyl-DL-leucine), ClC1=CC=C(C=C1)C1(CCNCC1)O (4-(4-chlorophenyl)-4-hydroxypiperidine), C(C1=CC=CC=C1)(=O)NC(C(C)C)C(=O)O (benzoyl-DL-valine). The product is ClC1=CC=C(C=C1)C1(CCN(CC1)C(C(CC(C)C)NC(C1=CC=CC=C1)=O)=O)O (N-(1-(4-(4-Chlorophenyl)-4-hydroxypiperidin-1-yl)-4-methyl-1-oxopentan-2-yl)benzamide). Reaction SMILES: [C:1]([NH:9][CH:10]([C:15]([OH:17])=O)[CH2:11][CH:12]([CH3:14])[CH3:13])(=[O:8])[C:2]1[CH:7]=[CH:6][CH:5]=[CH:4][CH:3]=1.[Cl:18][C:19]1[CH:24]=[CH:23][C:22]([C:25]2([OH:31])[CH2:30][CH2:29][NH:28][CH2:27][CH2:26]2)=[CH:21][CH:20]=1.C(NC(C(O)=O)C(C)C)(=O)C1C=CC=CC=1.Cl.ClC1C=CC(C2CCNCC2)=CC=1>>[Cl:18][C:19]1[CH:24]=[CH:23][C:22]([C:25]2([OH:31])[CH2:26][CH2:27][N:28]([C:15](=[O:17])[CH:10]([NH:9][C:1](=[O:8])[C:2]3[CH:3]=[CH:4][CH:5]=[CH:6][CH:7]=3)[CH2:11][CH:12]([CH3:13])[CH3:14])[CH2:29][CH2:30]2)=[CH:21][CH:20]=1 |f:3.4|. Procedure details: Example 215 was prepared in a similar manner as described for the preparation of Example 208 with the exceptions that benzoyl-DL-leucine and 4-(4-chlorophenyl)-4-hydroxypiperidine were substituted for benzoyl-DL-valine and 4-(4-chlorophenyl)piperidine hydrochloride, respectively. MS found: (M+H)+=430. The reactants are N(=[N+]=[N-])C1CCC2=CC=CC=C12 (azido indan), [H-].[H-].[H-].[H-].[Li+].[Al+3] (LAH), [OH-].[Na+] (NaOH), O (H2O), O (H2O). Run in CCOCC (ether), CCOCC (ether). Reaction conditions: time 1.5 hour. The product is NCCCOC1=C2CCC(C2=CC=C1)N1CCCCC1 (4-(3-Aminopropoxy)-1-piperidinylindan). Reaction SMILES: [N:1]([CH:4]1[C:12]2[C:7](=[CH:8][CH:9]=[CH:10][CH:11]=2)[CH2:6][CH2:5]1)=[N+]=[N-].[H-].[H-].[H-].[H-].[Li+].[Al+3].[OH2:19].[OH-].[Na+]>CCOCC>[NH2:1][CH2:4][CH2:5][CH2:6][O:19][C:8]1[CH:9]=[CH:10][CH:11]=[C:12]2[C:7]=1[CH2:6][CH2:5][CH:4]2[N:1]1[CH2:11][CH2:12][CH2:7][CH2:8][CH2:9]1 |f:1.2.3.4.5.6,8.9|. Procedure: A solution of the azido indan ((38 g) (of Step 7 above) in ether (250 ml) is added over a period of 30 min to a suspension of LAH in anhydrous ether (1.5 l) stirred under nitrogen. The mixture is refluxed for about 1.5 hours then cooled and 6 ml H2O added. Aqueous NaOH (15% solution, 6 ml) is added followed by H2O (18 ml) and stirring continued for about 1.5 hours. The reaction mixture is filtered, the solid washed with ether and the filtrate dried over Na2SO4, filtered and concentrated in vacuo... Reactants: C(=O)C1=CC=C2C=CC(=CC2=C1)C#N (7-Formyl-2-naphthalenecarbonitrile), C(C)(=O)O[BH-](OC(C)=O)OC(C)=O.[Na+] (sodium triacetoxyborohydride), Example 1, C(C)(C)(C)OC(=O)N1CCC(CC1)OC1=CC=C(N)C=C1 (4-[(1-t-butoxycarbonyl-4-piperidyl)oxy]aniline). Run in ClCCl (dichloromethane), C(C)(=O)O (acetic acid). Reaction conditions: time 45 minute. The product is C(C)(C)(C)OC(=O)N1CCC(CC1)OC1=CC=C(NCC2=CC=C3C=CC(=CC3=C2)C#N)C=C1 (7-[[4-[(1-t-butoxycarbonyl-4-piperidyl)oxy]anilino]methyl]-2-naphthalenecarbonitrile). Reaction SMILES: [CH:1]([C:3]1[CH:12]=[C:11]2[C:6]([CH:7]=[CH:8][C:9]([C:13]#[N:14])=[CH:10]2)=[CH:5][CH:4]=1)=O.[C:15]([O:19][C:20]([N:22]1[CH2:27][CH2:26][CH:25]([O:28][C:29]2[CH:35]=[CH:34][C:32]([NH2:33])=[CH:31][CH:30]=2)[CH2:24][CH2:23]1)=[O:21])([CH3:18])([CH3:17])[CH3:16].C(O[BH-](OC(=O)C)OC(=O)C)(=O)C.[Na+]>ClCCl.C(O)(=O)C>[C:15]([O:19][C:20]([N:22]1[CH2:27][CH2:26][CH:25]([O:28][C:29]2[CH:35]=[CH:34][C:32]([NH:33][CH2:1][C:3]3[CH:12]=[C:11]4[C:6]([CH:7]=[CH:8][C:9]([C:13]#[N:14])=[CH:10]4)=[CH:5][CH:4]=3)=[CH:31][CH:30]=2)[CH2:24][CH2:23]1)=[O:21])([CH3:18])([CH3:16])[CH3:17] |f:2.3|. Reported procedure: 7-Formyl-2-naphthalenecarbonitrile obtained in Reference Example 1 (849 mg) and 1,370 mg of 4-[(1-t-butoxycarbonyl-4-piperidyl)oxy]aniline were dissolved in 10 ml of dichloromethane and 2.7 ml of acetic acid, 1,290 mg of sodium triacetoxyborohydride was added to the solution, and the mixture was stirred at room temperature for 45 minutes. The reaction solution was washed with 2M potassium carbonate, water and 10% citric acid aqueous solution in that order, dried over sodium sulfate, and then eva... The reactants are [Cl-], CC(C)C(C=Cc1cccc(F)c1)C(=O)O, OCc1cccc(Oc2ccccc2)c1. Yields the product CC(C)C(C=Cc1cccc(F)c1)C(=O)OCc1cccc(Oc2ccccc2)c1. RXN SMILES: [Cl-:1].[F:2][c:3]1[cH:4][c:5]([CH:9]=[CH:10][CH:11]([C:12](=[O:13])[OH:14])[CH:15]([CH3:16])[CH3:17])[cH:6][cH:7][cH:8]1.[O:18]([c:19]1[cH:20][cH:21][cH:22][cH:23][cH:24]1)[c:25]1[cH:26][c:27]([CH2:28][OH:29])[cH:30][cH:31][cH:32]1>>[F:2][c:3]1[cH:4][c:5]([CH:9]=[CH:10][CH:11]([C:12](=[O:13])[O:14][CH2:28][c:27]2[cH:26][c:25]([O:18][c:19]3[cH:20][cH:21][cH:22][cH:23][cH:24]3)[cH:32][cH:31][cH:30]2)[CH:15]([CH3:16])[CH3:17])[cH:6][cH:7][cH:8]1. Starting materials: Cl.C(=O)(OCC)CN1C2=CC=CC=C2C=2CC(CCC12)N(C)C (9-carbethoxymethyl-3-(dimethylamino)-1,2,3,4-tetrahydrocarbazole hydrochloride), 6-N, Cl (hydrochloric acid). Yields the product CN(C1CCC=2N(C3=CC=CC=C3C2C1)CC(=O)O)C (3-(Dimethylamino)-9-carboxymethyl-1,2,3,4-tetrahydrocarbazole). As a reaction SMILES: Cl.[C:2]([CH2:7][N:8]1[C:20]2[CH2:19][CH2:18][CH:17]([N:21]([CH3:23])[CH3:22])[CH2:16][C:15]=2[C:14]2[C:9]1=[CH:10][CH:11]=[CH:12][CH:13]=2)([O:4]CC)=[O:3].Cl>>[CH3:22][N:21]([CH3:23])[CH:17]1[CH2:16][C:15]2[C:14]3[C:9](=[CH:10][CH:11]=[CH:12][CH:13]=3)[N:8]([CH2:7][C:2]([OH:4])=[O:3])[C:20]=2[CH2:19][CH2:18]1 |f:0.1|. Reported procedure: A mixture of 9.9 g. of 9-carbethoxymethyl-3-(dimethylamino)-1,2,3,4-tetrahydrocarbazole hydrochloride (Example 14) in 50 ml. of 6-N hydrochloric acid was heated on a steam bath for one and one-half hours, cooled, and the resulting solids were collected by filtration to give, after recrystallization from ethyl alcohol-water, 6.26 g. of 3-(dimethylamino)-9-carboxymethyl-1,2,3,4-tetrahydrocarbazole hydrochloride, m.p. 316°-319° C. Starting materials: C(C)C=1C=C(C=CC1)O (3-ethyl phenol), C(Cl)C1CO1 (epichlorohydrin). Run in [OH-].[Na+] (NaOH). Reaction conditions: time 4 day. The product is C(C)C=1C=C(OC2OC2)C=CC1 (3-ethylphenoxyoxirane). Reaction SMILES: [CH2:1]([C:3]1[CH:4]=[C:5]([OH:9])[CH:6]=[CH:7][CH:8]=1)[CH3:2].C([CH:12]1[O:14][CH2:13]1)Cl>[OH-].[Na+]>[CH2:1]([C:3]1[CH:4]=[C:5]([CH:6]=[CH:7][CH:8]=1)[O:9][CH:13]1[CH2:12][O:14]1)[CH3:2] |f:2.3|. Procedure: To a stirred solution of 3-ethyl phenol (1.50 g, 12.28 mmol) in NaOH (1N) was added epichlorohydrin (2.07 g, 22.47 mmol). The reaction mixture was stirred at room temperature for 4 days. Excess epichlorohydrin was removed by concentration in vacuo and the two-phase mixture treated with NaOH (1N) (10 ml) after addition of THF (10 ml). The reaction mixture was heated to 55° C. for 15 minutes and then stirred at room temperature for 30 minutes. The THF was removed by concentration in vacuo and the ...